Dataset: the Open Reaction Database (ORD), a public repository of structured organic reaction records. Task: describe an organic reaction: reactants, conditions, products, and yield Reactants: ClC=1C=C(CN)C=CC1Cl (3,4-dichlorobenzylamine), ClC=1C2=C(N=C(N1)C1=CC=NC=C1)SC(=C2)CC (4-chloro-2-(pyridin-4-yl)-6-ethyl-thieno-[2,3-d]-pyrimidine). Product: N1=CC=C(C=C1)C=1N=C(C2=C(N1)SC(=C2)CC)NCC2=CC(=C(C=C2)Cl)Cl (2-(pyridin-4-yl)-4-(3,4-dichlorobenzylamino)-6-ethyl-thieno-[2,3-d]-pyrimidine). Reaction SMILES: [Cl:1][C:2]1[CH:3]=[C:4]([CH:7]=[CH:8][C:9]=1[Cl:10])[CH2:5][NH2:6].Cl[C:12]1[C:13]2[CH:26]=[C:25]([CH2:27][CH3:28])[S:24][C:14]=2[N:15]=[C:16]([C:18]2[CH:23]=[CH:22][N:21]=[CH:20][CH:19]=2)[N:17]=1>>[N:21]1[CH:20]=[CH:19][C:18]([C:16]2[N:17]=[C:12]([NH:6][CH2:5][C:4]3[CH:7]=[CH:8][C:9]([Cl:10])=[C:2]([Cl:1])[CH:3]=3)[C:13]3[CH:26]=[C:25]([CH2:27][CH3:28])[S:24][C:14]=3[N:15]=2)=[CH:23][CH:22]=1. Reported procedure: With the procedure of Example 1, the reaction of 3,4-dichlorobenzylamine with 4-chloro-2-(pyridin-4-yl)-6-ethyl-thieno-[2,3-d]-pyrimidine yields 2-(pyridin-4-yl)-4-(3,4-dichlorobenzylamino)-6-ethyl-thieno-[2,3-d]-pyrimidine.